From a dataset of the Open Reaction Database (ORD), a public repository of structured organic reaction records. describe an organic reaction: reactants, conditions, products, and yield Starting materials: N1=C(C=CC=2CCCNC12)CC(O)N (2-(5,6,7,8-tetrahydro-1,8-naphthyridyl)-aminoethanol), CCOC(=O)/N=N/C(=O)OCC (DEAD), CC1([C@H]([C@H]1C1=CC=C(C=C1)O)CC(=O)OCC)C (ethyl (cis)2,2-dimethyl-3-(p-hydroxyphenyl)cyclopropaneacetate), C1(=CC=CC=C1)P(C1=CC=CC=C1)C1=CC=CC=C1 (triphenylphosphine). Run in CN(C)C=O (DMF), CN(C=O)C (dimethylformamide). Conditions: time 4 hour. The product is ester, C1(=CC=CC=C1)P(C1=CC=CC=C1)(C1=CC=CC=C1)=O (triphenylphosphine oxide). As a reaction SMILES: N1C2NCCCC=2C=CC=1CC(N)[OH:13].CCOC(/N=N/C(OCC)=O)=O.CC1(C)[C@H](C2C=CC(O)=CC=2)[C@@H]1CC(OCC)=O.[C:45]1([P:51]([C:58]2[CH:63]=[CH:62][CH:61]=[CH:60][CH:59]=2)[C:52]2[CH:57]=[CH:56][CH:55]=[CH:54][CH:53]=2)[CH:50]=[CH:49][CH:48]=[CH:47][CH:46]=1>CN(C=O)C>[C:58]1([P:51](=[O:13])([C:45]2[CH:46]=[CH:47][CH:48]=[CH:49][CH:50]=2)[C:52]2[CH:57]=[CH:56][CH:55]=[CH:54][CH:53]=2)[CH:59]=[CH:60][CH:61]=[CH:62][CH:63]=1. Procedure details: A solution of 2-(5,6,7,8-tetrahydro-1,8-naphthyridyl)-aminoethanol (0.832 g, 4.8 mmol) and DEAD (0.835 g, 4.8 mmol) in DMF (10 mL) was added to a solution of ethyl (cis)2,2-dimethyl-3-(p-hydroxyphenyl)cyclopropaneacetate (0.560 g, 0.2.39 mmol) and triphenylphosphine (0.1.26 g, 4.8 mmol) in dimethylformamide (10 mL) and was stirred for 4 h at rt. The solvent was removed and the residue was purified by hplc to afford the desired ester along with some triphenylphosphine oxide. The residue in ethano... Starting materials: stainless steel, 4h, CC(=CCCC(C(=O)OCC)C(C)O)C (ethyl 2-(4-methyl-3-pentenyl)-3-hydroxybutyrate), C(C)(=O)OC(C)=O (acetic anhydride), CN(C)C1=NC=CC=C1 (dimethylaminopyridine), N12CCCCCC2=NCCC1 (1,8diazabicyclo[5.4.0]undec-7-ene). Solvent: C1(=CC=CC=C1)C (toluene). Run at time 6 hour. Yields the product C(C)=C(C(=O)OCC)CCC=C(C)C (ethyl 2-ethylidene-6-methyl-5-heptenoate). The yield is 47.3%. As a reaction SMILES: [CH3:1][C:2]([CH3:15])=[CH:3][CH2:4][CH2:5][CH:6]([CH:12](O)[CH3:13])[C:7]([O:9][CH2:10][CH3:11])=[O:8].C(OC(=O)C)(=O)C.CN(C1C=CC=CN=1)C.N12CCCN=C1CCCCC2>C1(C)C=CC=CC=1>[CH:12](=[C:6]([CH2:5][CH2:4][CH:3]=[C:2]([CH3:15])[CH3:1])[C:7]([O:9][CH2:10][CH3:11])=[O:8])[CH3:13]. Procedure: A mixture of ethyl 2-(4-methyl-3-pentenyl)-3-hydroxybutyrate (23.0g, 0.107 mol), acetic anhydride (14.28g, 0.14 mol), dimethylaminopyridine (0.714g, 0.0058 mol), 1,8diazabicyclo[5.4.0]undec-7-ene (42.5g, 0.28 mol) and toluene (250 mL) was heated in a stainless steel autoclave at 110° C. for 4h and then at 150° C. for 6h. The mixture was cooled, washed sequentially with water (50 mL), 2N HCl (3×50 mL), sodium bicarbonate solution until neutral, and dried (sodium sulfate). The solvent was evaporat...